The task is: describe an organic reaction: reactants, conditions, products, and yield. This data is from the Open Reaction Database (ORD), a public repository of structured organic reaction records. Starting materials: CC1(C)OB(c2ccc(N)cc2)OC1(C)C, COCCOC, Nc1nccc2occ(Br)c12, [Na+], [Na+], O=C([O-])[O-], c1ccc(P(c2ccccc2)(c2ccccc2)[Pd](P(c2ccccc2)(c2ccccc2)c2ccccc2)(P(c2ccccc2)(c2ccccc2)c2ccccc2)P(c2ccccc2)(c2ccccc2)c2ccccc2)cc1. RXN SMILES: [CH3:12][C:13]1([CH3:14])[C:15]([CH3:16])([CH3:17])[O:18][B:19]([c:20]2[cH:21][cH:22][c:23]([NH2:24])[cH:25][cH:26]2)[O:27]1.[CH3:34][O:35][CH2:36][CH2:37][O:38][CH3:39].[NH2:1][c:2]1[n:3][cH:4][cH:5][c:6]2[c:7]1[c:8]([Br:11])[cH:9][o:10]2.[Na+:28].[Na+:29].[O-:30][C:31](=[O:32])[O-:33].[cH:40]1[cH:41][cH:42][c:43]([P:44]([Pd:45]([P:46]([c:47]2[cH:48][cH:49][cH:50][cH:51][cH:52]2)([c:53]2[cH:54][cH:55][cH:56][cH:57][cH:58]2)[c:59]2[cH:60][cH:61][cH:62][cH:63][cH:64]2)([P:65]([c:66]2[cH:67][cH:68][cH:69][cH:70][cH:71]2)([c:72]2[cH:73][cH:74][cH:75][cH:76][cH:77]2)[c:78]2[cH:79][cH:80][cH:81][cH:82][cH:83]2)[P:84]([c:85]2[cH:86][cH:87][cH:88][cH:89][cH:90]2)([c:91]2[cH:92][cH:93][cH:94][cH:95][cH:96]2)[c:97]2[cH:98][cH:99][cH:100][cH:101][cH:102]2)([c:103]2[cH:104][cH:105][cH:106][cH:107][cH:108]2)[c:109]2[cH:110][cH:111][cH:112][cH:113][cH:114]2)[cH:115][cH:116]1>>[NH2:1][c:2]1[n:3][cH:4][cH:5][c:6]2[c:7]1[c:8](-[c:20]1[cH:21][cH:22][c:23]([NH2:24])[cH:25][cH:26]1)[cH:9][o:10]2. Yields the product Nc1ccc(-c2coc3ccnc(N)c23)cc1. The reactants are OC(CN1CC(CCC1)CNC(OCC1=CC=CC=C1)=O)C1=CC=NC2=CC=C(C=C12)OC (benzyl {1-[2-hydroxy-2-(6-methoxy-quinolin-4-yl)-ethyl]-piperidin-3-ylmethyl}carbamate). Reagents/catalysts: [OH-].[OH-].[Pd+2] (Pd(OH)2 on carbon). Run in C1CCOC1 (THF), CO (MeOH). The product is NC[C@H]1CN(CCC1)CC(O)C1=CC=NC2=CC=C(C=C12)OC ((3S)-2-(3-Aminomethyl-piperidin-1-yl)-(1RS)-(6-methoxy-quinolin-4-yl)-ethanol). As a reaction SMILES: [OH:1][CH:2]([C:22]1[C:31]2[C:26](=[CH:27][CH:28]=[C:29]([O:32][CH3:33])[CH:30]=2)[N:25]=[CH:24][CH:23]=1)[CH2:3][N:4]1[CH2:9][CH2:8][CH2:7][CH:6]([CH2:10][NH:11]C(=O)OCC2C=CC=CC=2)[CH2:5]1>C1COCC1.CO.[OH-].[OH-].[Pd+2]>[NH2:11][CH2:10][C@@H:6]1[CH2:7][CH2:8][CH2:9][N:4]([CH2:3][CH:2]([C:22]2[C:31]3[C:26](=[CH:27][CH:28]=[C:29]([O:32][CH3:33])[CH:30]=3)[N:25]=[CH:24][CH:23]=2)[OH:1])[CH2:5]1 |f:3.4.5|. Procedure: 20% Pd(OH)2 on carbon (0.7 g) was added to a solution of benzyl {1-[2-hydroxy-2-(6-methoxy-quinolin-4-yl)-ethyl]-piperidin-3-ylmethyl}carbamate (2.51 g, 5.58 mmol) in THF (35 ml), MeOH (7 ml) was added and hydrogenation was carried out under a hydrogen atmosphere (1 bar). The reaction mixture was filtered and the filtrate was concentrated. The reactants are NC1=C(C(=O)NC2=NC=CC=C2)C=CC=C1 (2-Amino-N-pyridin-2-yl-benzamide), C(C)OC(C)(OCC)OCC (1,1,1-triethoxy-ethane). The solvent is O (water). The product is CC1=NC2=CC=CC=C2C(N1C1=NC=CC=C1)=O (2-Methyl-3-pyridin-2-yl-3H-quinazolin-4-one). Isolated yield 70.2%. As a reaction SMILES: [NH2:1][C:2]1[CH:16]=[CH:15][CH:14]=[CH:13][C:3]=1[C:4]([NH:6][C:7]1[CH:12]=[CH:11][CH:10]=[CH:9][N:8]=1)=[O:5].[CH2:17](OC(OCC)(OCC)C)[CH3:18]>O>[CH3:17][C:18]1[N:6]([C:7]2[CH:12]=[CH:11][CH:10]=[CH:9][N:8]=2)[C:4](=[O:5])[C:3]2[C:2](=[CH:16][CH:15]=[CH:14][CH:13]=2)[N:1]=1. Reported procedure: A mixture of 72 (3 g, 0.015 mol) and 1,1,1-triethoxy-ethane (5 g, 0.045 mol) were heated for 7 hours. The reaction mixture was poured into water, filtered, and the precipitate was washed with water and recrystallized from EtOH to yield 73 (2.5 g, 75%). M. Wt. 237. LCMS [M+H]+=238. Reactants: Clc1nccn2cnc(-c3ccc(Oc4ccccc4)cc3)c12, O=C1CCC(=O)N1Br, CN(C)C=O. Yields the product Clc1nccn2c(Br)nc(-c3ccc(Oc4ccccc4)cc3)c12. RXN SMILES: [Cl:1][c:2]1[c:3]2[n:4]([cH:5][cH:6][n:7]1)[cH:8][n:9][c:10]2-[c:11]1[cH:12][cH:13][c:14]([O:17][c:18]2[cH:19][cH:20][cH:21][cH:22][cH:23]2)[cH:15][cH:16]1.[O:24]=[C:25]1[N:26]([Br:31])[C:27](=[O:28])[CH2:29][CH2:30]1.[O:32]=[CH:33][N:34]([CH3:35])[CH3:36]>>[Cl:1][c:2]1[c:3]2[n:4]([cH:5][cH:6][n:7]1)[c:8]([Br:31])[n:9][c:10]2-[c:11]1[cH:12][cH:13][c:14]([O:17][c:18]2[cH:19][cH:20][cH:21][cH:22][cH:23]2)[cH:15][cH:16]1.